From a dataset of the Open Reaction Database (ORD), a public repository of structured organic reaction records. describe an organic reaction: reactants, conditions, products, and yield Reactants: ice, OCCCC=1N=CNC1 (4-(3-hydroxypropyl)-1H-imidazole), C(C)N (ethylamine), C1(=CC=CC=C1)C(C1=CC=CC=C1)(C1=CC=CC=C1)Cl (triphenylmethyl chloride). The solvent is CN(C=O)C (dimethylformamide), CN(C=O)C (dimethylformamide). Reaction conditions: time 2 hour. The product is C1(=CC=CC=C1)C(N1C=NC(=C1)CCCO)(C1=CC=CC=C1)C1=CC=CC=C1 (1-triphenylmethyl-4-(3-hydroxypropyl)-1H-imidazole). Reaction SMILES: [OH:1][CH2:2][CH2:3][CH2:4][C:5]1[N:6]=[CH:7][NH:8][CH:9]=1.C(N)C.[C:13]1([C:19](Cl)([C:26]2[CH:31]=[CH:30][CH:29]=[CH:28][CH:27]=2)[C:20]2[CH:25]=[CH:24][CH:23]=[CH:22][CH:21]=2)[CH:18]=[CH:17][CH:16]=[CH:15][CH:14]=1>CN(C)C=O>[C:13]1([C:19]([C:20]2[CH:21]=[CH:22][CH:23]=[CH:24][CH:25]=2)([C:26]2[CH:27]=[CH:28][CH:29]=[CH:30][CH:31]=2)[N:8]2[CH:9]=[C:5]([CH2:4][CH2:3][CH2:2][OH:1])[N:6]=[CH:7]2)[CH:14]=[CH:15][CH:16]=[CH:17][CH:18]=1. Procedure: A solution of 2.0 g (15.85 mmol) of 4-(3-hydroxypropyl)-1H-imidazole and 5.5 ml (54.3 mmol) of dry ethylamine in 15.6 ml of dimethylformamide is treated with 4.86 g (17.4 mmol) of triphenylmethyl chloride in 5 ml of dimethylformamide under nitrogen. The mixture obtained is stirred at room temperature for 2 hours and is then poured onto 350 g of crushed ice. The resulting solid is collected by filtration, washed three times with water and purified on a chromatographic column using, as eluent, chl... Reactants: CCOc1nc2ccccc2nc1NC(=O)Oc1ccccc1, CCc1ccccc1N1CCNCC1. Yields the product CCOc1nc2ccccc2nc1NC(=O)N1CCN(c2ccccc2CC)CC1. As a reaction SMILES: [CH2:1]([CH3:2])[O:3][c:4]1[n:5][c:6]2[cH:7][cH:8][cH:9][cH:10][c:11]2[n:12][c:13]1[NH:14][C:15]([O:16][c:17]1[cH:18][cH:19][cH:20][cH:21][cH:22]1)=[O:23].[CH2:24]([CH3:25])[c:26]1[c:27]([N:32]2[CH2:33][CH2:34][NH:35][CH2:36][CH2:37]2)[cH:28][cH:29][cH:30][cH:31]1>>[CH2:1]([CH3:2])[O:3][c:4]1[n:5][c:6]2[cH:7][cH:8][cH:9][cH:10][c:11]2[n:12][c:13]1[NH:14][C:15](=[O:23])[N:35]1[CH2:34][CH2:33][N:32]([c:27]2[c:26]([CH2:24][CH3:25])[cH:31][cH:30][cH:29][cH:28]2)[CH2:37][CH2:36]1.